Dataset: the Open Reaction Database (ORD), a public repository of structured organic reaction records. Task: describe an organic reaction: reactants, conditions, products, and yield The reactants are FC(C1=CC=C(C=C1)C1=CC=C(C=C1)C(CC)OC1=CC=C(C(=O)NCCC(=O)OCC)C=C1)(F)F (ethyl 3-{4-[1-(4′-trifluoromethylbiphenyl-4-yl)propoxy]benzoylamino}propionate), [OH-].[Na+] (NaOH), Cl (HCl). Run in C1CCOC1 (THF). Run at time 8 hour. Yields the product FC(C1=CC=C(C=C1)C1=CC=C(C=C1)C(CC)OC1=CC=C(C(=O)NCCC(=O)O)C=C1)(F)F (3-{4-[1-(4′-Trifluoromethylbiphenyl-4-yl)propoxy]benzoylamino}propionic acid). The yield is 20.4%. Reaction SMILES: [F:1][C:2]([F:36])([F:35])[C:3]1[CH:8]=[CH:7][C:6]([C:9]2[CH:14]=[CH:13][C:12]([CH:15]([O:18][C:19]3[CH:34]=[CH:33][C:22]([C:23]([NH:25][CH2:26][CH2:27][C:28]([O:30]CC)=[O:29])=[O:24])=[CH:21][CH:20]=3)[CH2:16][CH3:17])=[CH:11][CH:10]=2)=[CH:5][CH:4]=1.[OH-].[Na+].Cl>C1COCC1>[F:1][C:2]([F:35])([F:36])[C:3]1[CH:4]=[CH:5][C:6]([C:9]2[CH:14]=[CH:13][C:12]([CH:15]([O:18][C:19]3[CH:20]=[CH:21][C:22]([C:23]([NH:25][CH2:26][CH2:27][C:28]([OH:30])=[O:29])=[O:24])=[CH:33][CH:34]=3)[CH2:16][CH3:17])=[CH:11][CH:10]=2)=[CH:7][CH:8]=1 |f:1.2|. Procedure details: A solution of ethyl 3-{4-[1-(4′-trifluoromethylbiphenyl-4-yl)propoxy]benzoylamino}propionate (Isomer 1) (51 mg, 0.105 mmol) in THF (1.05 mL) is treated with 5 N NaOH (0.106 mL) and shaken at RT overnight. The reaction is neutralized with 1 N HCl (0.53 mL), and extracted into dichloromethane (3×). The combined organic layers are dried and concentrated, giving the title compound (10.1 mg). Reactants: Clc1ccc2ccccc2n1, O=C(O)CS. Yields the product O=C(O)CSc1ccc2ccccc2n1. As a reaction SMILES: [Cl:1][c:2]1[n:3][c:4]2[cH:5][cH:6][cH:7][cH:8][c:9]2[cH:10][cH:11]1.[SH:12][CH2:13][C:14](=[O:15])[OH:16]>>[c:2]1([S:12][CH2:13][C:14](=[O:15])[OH:16])[n:3][c:4]2[cH:5][cH:6][cH:7][cH:8][c:9]2[cH:10][cH:11]1. The reactants are FC(C1=CC(NC(N1)=O)=O)(F)F (6-(Trifluoromethyl)uracil), BrBr (Bromine). Run in O (water). The product is BrC=1C(NC(NC1C(F)(F)F)=O)=O (5-bromo-6-(trifluoromethyl)uracil). As a reaction SMILES: [F:1][C:2]([F:12])([F:11])[C:3]1[NH:8][C:7](=[O:9])[NH:6][C:5](=[O:10])[CH:4]=1.[Br:13]Br>O>[Br:13][C:4]1[C:5](=[O:10])[NH:6][C:7](=[O:9])[NH:8][C:3]=1[C:2]([F:1])([F:11])[F:12]. Procedure details: 6-(Trifluoromethyl)uracil (4.0 g., 0.22 mole) was dissolved in 75 ml. water at 70°C. Bromine (3.55 g., 0.022 mole) was added in portions with vigorous stirring. A white precipitate formed almost immediately. The suspension was allowed to cool to room temperature and then chilled before being filtered. The product after air drying weighed 4.75 g. (82.5%) and had a melting point of 231°-234°C. The analytical sample melting point was 236°-240°C. After recrystallization from water. Reactants: [F-].C(CCC)[N+](CCCC)(CCCC)CCCC (Tetrabutylammonium fluoride), [N+](=O)([O-])C=1C(=C(C(=CC1)\C=C/C1=CC(=C(C(=C1)OC)OC)OC)O[Si](C)(C)C(C)(C)C)O (3-Nitro-6-[(Z)-2-(3,4,5-trimethoxyphenyl)vinyl]-1-(t-butyldimethylsilyloxy)-2-hydroxybenzene), C(C)(=O)O (acetic acid). Run in C1CCOC1 (THF), C(C)(C)(C)OC (t-BuOMe). Run at time 3 hour. The product is [N+](=O)([O-])C=1C(=C(C(=CC1)\C=C/C1=CC(=C(C(=C1)OC)OC)OC)O)O (3-Nitro-6-[(Z)-2-(3,4,5-trimethoxyphenyl)vinyl]-1,2-dihydroxybenzene). As a reaction SMILES: [F-].C([N+](CCCC)(CCCC)CCCC)CCC.[N+:19]([C:22]1[C:23]([OH:50])=[C:24]([O:42][Si](C(C)(C)C)(C)C)[C:25](/[CH:28]=[CH:29]\[C:30]2[CH:35]=[C:34]([O:36][CH3:37])[C:33]([O:38][CH3:39])=[C:32]([O:40][CH3:41])[CH:31]=2)=[CH:26][CH:27]=1)([O-:21])=[O:20].C(O)(=O)C>C1COCC1.C(OC)(C)(C)C>[N+:19]([C:22]1[C:23]([OH:50])=[C:24]([OH:42])[C:25](/[CH:28]=[CH:29]\[C:30]2[CH:31]=[C:32]([O:40][CH3:41])[C:33]([O:38][CH3:39])=[C:34]([O:36][CH3:37])[CH:35]=2)=[CH:26][CH:27]=1)([O-:21])=[O:20] |f:0.1|. Procedure details: Tetrabutylammonium fluoride (0.77 mL, 0.769 mmol, 1M in THF) was added to a solution of 46 (0.355 g, 0.769 mmol) and glacial acetic acid (0.04 mL, 0.769 mmol) in THF (4 mL) at rt. The reaction mixture was stirred at rt for 3 h then diluted with t-BuOMe and washed successively with water and brine. The organic layer was dried (Na2SO4) and evaporated to dryness to give a crude product which was purified by column chromatography (three times—first with: EtOAc:cyclohexane 3:7+1% acetic acid, then wi...